From a dataset of the Open Reaction Database (ORD), a public repository of structured organic reaction records. describe an organic reaction: reactants, conditions, products, and yield Starting materials: [N+](=O)([O-])C=1C=C(OC2=CC=C(C=C2)C2=C(C=CC=C2)N)C=C(C1)[N+](=O)[O-] ([4-(3,5-Dinitrophenoxy)phenyl]benzenamine), N1=CC=CC=C1 (pyridine), ClC(=O)OCC (Ethyl chloroformate). Conditions: temperature 5 celsius, time 30 minute. The product is [N+](=O)([O-])C=1C=C(OC2=CC=C(C=C2)NC(OCC)=O)C=C(C1)[N+](=O)[O-] (ethyl [4-(3,5-dinitrophenoxy)phenyl]carbamate). Reaction SMILES: [N+:1]([C:4]1[CH:5]=[C:6]([CH:21]=[C:22]([N+:24]([O-:26])=[O:25])[CH:23]=1)[O:7][C:8]1[CH:13]=[CH:12][C:11](C2C=CC=CC=2N)=[CH:10][CH:9]=1)([O-:3])=[O:2].Cl[C:28]([O:30][CH2:31][CH3:32])=[O:29].[N:33]1C=CC=CC=1>>[N+:24]([C:22]1[CH:21]=[C:6]([CH:5]=[C:4]([N+:1]([O-:3])=[O:2])[CH:23]=1)[O:7][C:8]1[CH:9]=[CH:10][C:11]([NH:33][C:28](=[O:29])[O:30][CH2:31][CH3:32])=[CH:12][CH:13]=1)([O-:26])=[O:25]. Reported procedure: [4-(3,5-Dinitrophenoxy)phenyl]benzenamine (0.1 mole) and pyridine (50 ml) are charged into a glass reaction vessel fitted with a mechanical stirrer and thermometer and are cooled to about 5° C. Ethyl chloroformate (0.125 mole) is added, with stirring, at about 5° C. Stirring is continued for a period of about 30 minutes at about 5° C., then for an additional 16 hours at room temperature. The mixture is then washed with 2 portions of water (50 ml), dried and the solvent is then removed to yield t...